From a dataset of the Open Reaction Database (ORD), a public repository of structured organic reaction records. describe an organic reaction: reactants, conditions, products, and yield The reactants are CC(C)(C)C(=O)OCn1ccc2c(-c3cnn(C(=CC(N)=O)C4CCCC4)c3)ncnc21, [H][H]. Yields the product CC(C)(C)C(=O)OCn1ccc2c(-c3cnn(C(CC(N)=O)C4CCCC4)c3)ncnc21. RXN SMILES: [C:1]([C:2]([CH3:3])([CH3:4])[CH3:5])(=[O:6])[O:7][CH2:8][n:9]1[cH:10][cH:11][c:12]2[c:13]1[n:14][cH:15][n:16][c:17]2-[c:18]1[cH:19][n:20][n:21]([C:23](=[CH:24][C:25](=[O:26])[NH2:27])[CH:28]2[CH2:29][CH2:30][CH2:31][CH2:32]2)[cH:22]1.[H:33][H:34]>>[C:1]([C:2]([CH3:3])([CH3:4])[CH3:5])(=[O:6])[O:7][CH2:8][n:9]1[cH:10][cH:11][c:12]2[c:13]1[n:14][cH:15][n:16][c:17]2-[c:18]1[cH:19][n:20][n:21]([CH:23]([CH2:24][C:25](=[O:26])[NH2:27])[CH:28]2[CH2:29][CH2:30][CH2:31][CH2:32]2)[cH:22]1. Reactants: C(=O)(N1C=NC=C1)N1C=NC=C1 (carbonyldiimidazole), COC1=C(C=CC=C1)[C@@H](C(=O)O)C ((S)-2-(2-methoxyphenyl)propionic acid), Cl.C1(=CC=CC=C1)C1([C@@H]2CNC[C@@H]2[C@@H](CC1)F)C1=CC=CC=C1 ((3aR, 7R,7aR)-4,4-diphenyl- 7-fluoroperhydroisoindole hydrochloride). Solvent: ClCCl (dichloromethane), ClCCl (dichloromethane), ClCCl (dichloromethane), C(C)N(CC)CC (triethylamine). Run at time 1 hour. Yields the product C1(=CC=CC=C1)C1([C@@H]2CN(C[C@@H]2[C@@H](CC1)F)C([C@@H](C)C1=C(C=CC=C1)OC)=O)C1=CC=CC=C1 ((3aR, 7R,7aR)-4,4-diphenyl-7-fluoro-2-[ (S)-2-(2methoxyphenyl)propionyl]perhydroisoindole). The yield is 20.8%. As a reaction SMILES: C(N1C=CN=C1)(N1C=CN=C1)=O.[CH3:13][O:14][C:15]1[CH:20]=[CH:19][CH:18]=[CH:17][C:16]=1[C@H:21]([CH3:25])[C:22]([OH:24])=O.Cl.[C:27]1([C:33]2([C:43]3[CH:48]=[CH:47][CH:46]=[CH:45][CH:44]=3)[CH2:41][CH2:40][C@@H:39]([F:42])[C@@H:38]3[C@H:34]2[CH2:35][NH:36][CH2:37]3)[CH:32]=[CH:31][CH:30]=[CH:29][CH:28]=1>ClCCl.C(N(CC)CC)C>[C:43]1([C:33]2([C:27]3[CH:28]=[CH:29][CH:30]=[CH:31][CH:32]=3)[CH2:41][CH2:40][C@@H:39]([F:42])[C@@H:38]3[C@H:34]2[CH2:35][N:36]([C:22](=[O:24])[C@H:21]([C:16]2[CH:17]=[CH:18][CH:19]=[CH:20][C:15]=2[O:14][CH3:13])[CH3:25])[CH2:37]3)[CH:48]=[CH:47][CH:46]=[CH:45][CH:44]=1 |f:2.3|. Procedure details: 0.32 g of carbonyldiimidazole is added to a solution, cooled to +4° C., of 0.36 g of (S)-2-(2-methoxyphenyl)propionic acid in 20 cm3 of dry dichloromethane. The mixture is stirred for one hour at +4° C. and then a solution of 0.67 g of (3aR, 7R,7aR)-4,4-diphenyl- 7-fluoroperhydroisoindole hydrochloride in 20 cm3 of dry dichloromethane and 0.28 cm3 of triethylamine is added. The reaction mixture is stirred at room temperature for 20 hours, diluted with 200 cm3 of dichloromethane and then washed w...